Task: describe an organic reaction: reactants, conditions, products, and yield. Dataset: the Open Reaction Database (ORD), a public repository of structured organic reaction records The reactants are C1=2C(=O)OC(NC1=CC=CC2)=O (isatoic anhydride), C1=2C(=O)OC(NC1=CC=CC2)=O (isatoic anhydride), [N+](=O)([O-])C1=CC=C(C(=O)Cl)C=C1 (p-nitrobenzoylchloride). Solvent: N1=CC=CC=C1 (pyridine), N1=CC=CC=C1 (pyridine). Conditions: temperature 50 celsius. Yields the product [N+](=O)([O-])C1=CC=C(C=C1)C1=NC2=C(C(O1)=O)C=CC=C2 (2-p-nitrophenyl-3,1-benzoxazin-4-one). Yield: 78.4%. Reaction SMILES: [C:1]12[C:7](=[CH:8][CH:9]=[CH:10][CH:11]=1)[NH:6][C:5](=O)[O:4][C:2]2=[O:3].[N+:13]([C:16]1[CH:24]=[CH:23][C:19](C(Cl)=O)=[CH:18][CH:17]=1)([O-:15])=[O:14]>N1C=CC=CC=1>[N+:13]([C:16]1[CH:24]=[CH:23][C:19]([C:5]2[O:4][C:2](=[O:3])[C:1]3[CH:11]=[CH:10][CH:9]=[CH:8][C:7]=3[N:6]=2)=[CH:18][CH:17]=1)([O-:15])=[O:14]. Procedure: A 300 ml. flask equipped with a reflux condenser and a stirrer was charged with 16.3 g of isatoic anhydride and 150 ml of pyridine. They were stirred at about 50° C. to dissolve isatoic anhydride in pyridine. Then, 18.6 g of p-nitrobenzoylchloride was added in several portions over the course of about 10 minutes, and after the addition, the mixture was heated under reflux for 3 hours. The reaction mixture was cooled to 0° C. The precipitated crystals were separated by filtration, washed well wit... Starting materials: NCCN1N=C(C=C1)C=1C=C(C(C#N)=CC1)C#N (4-(1-(2-aminoethyl)-1H-pyrazol-3-yl)-phthalonitrile), C(C)(=O)C1=NNC(=C1)C(=O)O (3-acetyl-1H-pyrazole-5-carboxylic acid). Procedure details: The title compound was prepared from 4-(1-(2-aminoethyl)-1H-pyrazol-3-yl)-phthalonitrile (50 mg) and 3-acetyl-1H-pyrazole-5-carboxylic acid (34 mg) using the method of Example 34(d). Yield 43 mg. 1H-NMR (400 MHz; d6-DMSO): δ 2.49 (s, 3H), 3.70 (m, 2H), 4.37 (t, 2H), 7.00 (d, 1H), 7.27 (s, 1H), 7.86 (d, 1H), 8.13 (d, 1H), 8.28 (d, 1H), 8.45 (d, 1H), 8.63 (br s, 1H), 14.05 (br s, 1H). Yields the product C(C)(=O)C1=NNC(=C1)C(=O)NCCN1N=C(C=C1)C1=CC(=C(C=C1)C#N)C#N (3-Acetyl-N-(2-(3-(3,4-dicyanophenyl)-1H-pyrazol-1-yl)ethyl)-1H-pyrazole-5-carboxamide). Reaction SMILES: [NH2:1][CH2:2][CH2:3][N:4]1[CH:8]=[CH:7][C:6]([C:9]2[CH:10]=[C:11]([C:17]#[N:18])[C:12](=[CH:15][CH:16]=2)[C:13]#[N:14])=[N:5]1.[C:19]([C:22]1[CH:26]=[C:25]([C:27](O)=[O:28])[NH:24][N:23]=1)(=[O:21])[CH3:20]>>[C:19]([C:22]1[CH:26]=[C:25]([C:27]([NH:1][CH2:2][CH2:3][N:4]2[CH:8]=[CH:7][C:6]([C:9]3[CH:16]=[CH:15][C:12]([C:13]#[N:14])=[C:11]([C:17]#[N:18])[CH:10]=3)=[N:5]2)=[O:28])[NH:24][N:23]=1)(=[O:21])[CH3:20]. Conditions: time 30 minute. As a reaction SMILES: CC(C)([O-])C.[K+].[N:7]1([CH2:12][CH2:13][OH:14])[CH2:11][CH2:10][CH2:9][CH2:8]1.[Br:15][C:16]1[CH:23]=[CH:22][CH:21]=[CH:20][C:17]=1[CH2:18]Br.O>C1COCC1.CCCCCC.C(OCC)(=O)C>[Br:15][C:16]1[CH:23]=[CH:22][CH:21]=[CH:20][C:17]=1[CH2:18][O:14][CH2:13][CH2:12][N:7]1[CH2:11][CH2:10][CH2:9][CH2:8]1 |f:0.1|. Isolated yield 99.4%. Yields the product BrC1=C(COCCN2CCCC2)C=CC=C1 (1-(2-[(2-bromobenzyl)oxy]ethyl}pyrrolidine). Procedure: To a stirred suspension of potassium tert-butoxide (4.94 g, 44.0 mmol) in anhydrous THF (60 ml) was added dropwise a solution of 1-pyrrolidineethanol (5.07 g, 44.0 mmol) in anhydrous THF (20 ml) at 0° C. After 30 min at same temperature, to this was added dropwise a solution of 2-bromobenzyl bromide (10.0 g, 40.0 mmol) in anhydrous THF (20 ml) at 0° C. The reaction mixture was stirred at room temperature for 3 h. Water and 1:1 mixture of ethyl acetate and hexane were added to the reaction mixtur... Run in C1CCOC1 (THF), C1CCOC1 (THF), CCCCCC (hexane), C(C)(=O)OCC (ethyl acetate), C1CCOC1 (THF). The reactants are N1(CCCC1)CCO (1-pyrrolidineethanol), BrC1=C(CBr)C=CC=C1 (2-bromobenzyl bromide), O (Water), CC(C)([O-])C.[K+] (potassium tert-butoxide). Starting materials: CC1CN(C(=O)OC(C)(C)C)CCN1c1ccc(N)cc1, O=N[O-], [Na+], [Na+], [OH-], O, OP(O)P(O)O. Product: CC1CN(C(=O)OC(C)(C)C)CCN1c1ccccc1. RXN SMILES: [CH3:1][CH:2]1[CH2:3][N:4]([C:15](=[O:16])[O:17][C:18]([CH3:19])([CH3:20])[CH3:21])[CH2:5][CH2:6][N:7]1[c:8]1[cH:9][cH:10][c:11]([NH2:14])[cH:12][cH:13]1.[N:22]([O-:23])=[O:24].[Na+:25].[Na+:27].[OH-:26].[OH2:34].[P:28]([P:29]([OH:30])[OH:31])([OH:32])[OH:33]>>[CH3:1][CH:2]1[CH2:3][N:4]([C:15](=[O:16])[O:17][C:18]([CH3:19])([CH3:20])[CH3:21])[CH2:5][CH2:6][N:7]1[c:8]1[cH:9][cH:10][cH:11][cH:12][cH:13]1. Reactants: O (water), Cl.FC(C=1C=C(CO[C@@H]2[C@@H](CNCC2)C2=CC(=C(C=C2)Cl)Cl)C=C(C1)C(F)(F)F)(F)F (cis-4-[[3,5-Bis(trifluoromethyl)benzyl]oxy]-3-(3,4-dichlorophenyl)piperidine hydrochloride), BrC1=CC=CC=C1 (bromobenzene), CC(C)([O-])C.[Na+] (sodium tert-butoxide), (±)-2,2′-bis(diphenylphosphino)-1,1′-binaphthyl((±)-BINAP). Reagents/catalysts: C=1C=CC(=CC1)/C=C/C(=O)/C=C/C2=CC=CC=C2.C=1C=CC(=CC1)/C=C/C(=O)/C=C/C2=CC=CC=C2.C=1C=CC(=CC1)/C=C/C(=O)/C=C/C2=CC=CC=C2.[Pd].[Pd] (tris(dibenzylideneacetone)dipalladium(0)). Run in C1(=CC=CC=C1)C (toluene). Conditions: temperature 85 celsius, time 17 hour. The product is FC(C=1C=C(CO[C@@H]2[C@@H](CN(CC2)C2=CC=CC=C2)C2=CC(=C(C=C2)Cl)Cl)C=C(C1)C(F)(F)F)(F)F (cis-4-[[3,5-Bis(trifluoromethyl)benzyl]oxy]-3-(3,4-dichlorophenyl)-1-phenylpiperidine). Isolated yield 55.0%. Reaction SMILES: Cl.[F:2][C:3]([F:31])([F:30])[C:4]1[CH:5]=[C:6]([CH:23]=[C:24]([C:26]([F:29])([F:28])[F:27])[CH:25]=1)[CH2:7][O:8][C@H:9]1[CH2:14][CH2:13][NH:12][CH2:11][C@H:10]1[C:15]1[CH:20]=[CH:19][C:18]([Cl:21])=[C:17]([Cl:22])[CH:16]=1.Br[C:33]1[CH:38]=[CH:37][CH:36]=[CH:35][CH:34]=1.CC(C)([O-])C.[Na+].O>C1(C)C=CC=CC=1.C1C=CC(/C=C/C(/C=C/C2C=CC=CC=2)=O)=CC=1.C1C=CC(/C=C/C(/C=C/C2C=CC=CC=2)=O)=CC=1.C1C=CC(/C=C/C(/C=C/C2C=CC=CC=2)=O)=CC=1.[Pd].[Pd]>[F:31][C:3]([F:30])([F:2])[C:4]1[CH:5]=[C:6]([CH:23]=[C:24]([C:26]([F:29])([F:28])[F:27])[CH:25]=1)[CH2:7][O:8][C@H:9]1[CH2:14][CH2:13][N:12]([C:33]2[CH:38]=[CH:37][CH:36]=[CH:35][CH:34]=2)[CH2:11][C@H:10]1[C:15]1[CH:20]=[CH:19][C:18]([Cl:21])=[C:17]([Cl:22])[CH:16]=1 |f:0.1,3.4,7.8.9.10.11|. Reported procedure: To a solution of the compound (200 mg) obtained in Example 509, bromobenzene (0.054 ml), tris(dibenzylideneacetone)dipalladium(0) (11 mg) and sodium tert-butoxide (94 mg) in toluene (5.0 ml), (±)-2,2′-bis(diphenylphosphino)-1,1′-binaphthyl((±)-BINAP) (7.3 mg) was added, and the reaction mixture was stirred at 85° C. for 17 hours under argon atmosphere. The reaction mixture was poured into water, and then the product was extracted with ethyl acetate. The organic layer was washed with saturated br... Starting materials: O=C(O)C1(c2ccc(F)cc2)CCCCC1, CC(C)C(=O)Nc1ccc(F)c(C2CCN(CCCN)CC2)c1. Yields the product CC(C)C(=O)Nc1ccc(F)c(C2CCN(CCCNC(=O)C3(c4ccc(F)cc4)CCCCC3)CC2)c1. Reaction SMILES: [F:1][c:2]1[cH:3][cH:4][c:5]([C:8]2([C:14](=[O:15])[OH:16])[CH2:9][CH2:10][CH2:11][CH2:12][CH2:13]2)[cH:6][cH:7]1.[NH2:17][CH2:18][CH2:19][CH2:20][N:21]1[CH2:22][CH2:23][CH:24]([c:27]2[cH:28][c:29]([NH:34][C:35]([CH:36]([CH3:37])[CH3:38])=[O:39])[cH:30][cH:31][c:32]2[F:33])[CH2:25][CH2:26]1>>[F:1][c:2]1[cH:3][cH:4][c:5]([C:8]2([C:14](=[O:16])[NH:17][CH2:18][CH2:19][CH2:20][N:21]3[CH2:22][CH2:23][CH:24]([c:27]4[cH:28][c:29]([NH:34][C:35]([CH:36]([CH3:37])[CH3:38])=[O:39])[cH:30][cH:31][c:32]4[F:33])[CH2:25][CH2:26]3)[CH2:9][CH2:10][CH2:11][CH2:12][CH2:13]2)[cH:6][cH:7]1. Starting materials: CN(C)C=O, ClCc1ccccn1, Cl, [I-], [K+], [Na+], [Na+], O=C([O-])[O-], CCOC(=O)N1CCC(Nc2nc3ccccc3[nH]2)CC1. Yields the product CCOC(=O)N1CCC(Nc2nc3ccccc3n2Cc2ccccn2)CC1. Reaction SMILES: [CH3:39][N:40]([CH3:41])[CH:42]=[O:43].[Cl:23][CH2:24][c:25]1[n:26][cH:27][cH:28][cH:29][cH:30]1.[ClH:22].[I-:38].[K+:37].[Na+:31].[Na+:32].[O-:33][C:34](=[O:35])[O-:36].[nH:1]1[c:2]([NH:10][CH:11]2[CH2:12][CH2:13][N:14]([C:17](=[O:18])[O:19][CH2:20][CH3:21])[CH2:15][CH2:16]2)[n:3][c:4]2[c:5]1[cH:6][cH:7][cH:8][cH:9]2>>[n:1]1([CH2:24][c:25]2[n:26][cH:27][cH:28][cH:29][cH:30]2)[c:2]([NH:10][CH:11]2[CH2:12][CH2:13][N:14]([C:17](=[O:18])[O:19][CH2:20][CH3:21])[CH2:15][CH2:16]2)[n:3][c:4]2[c:5]1[cH:6][cH:7][cH:8][cH:9]2. The reactants are Nc1n[nH]c2cc(Br)ccc12, O=S(=O)(Cl)CCCCl, c1ccncc1. Product: O=S(=O)(CCCCl)Nc1n[nH]c2cc(Br)ccc12. Reaction SMILES: [Br:1][c:2]1[cH:3][cH:4][c:5]2[c:6]([NH2:11])[n:7][nH:8][c:9]2[cH:10]1.[Cl:12][CH2:13][CH2:14][CH2:15][S:16](=[O:17])(=[O:18])[Cl:19].[cH:20]1[cH:21][cH:22][n:23][cH:24][cH:25]1>>[Br:1][c:2]1[cH:3][cH:4][c:5]2[c:6]([NH:11][S:16]([CH2:15][CH2:14][CH2:13][Cl:12])(=[O:17])=[O:18])[n:7][nH:8][c:9]2[cH:10]1.